Dataset: the Open Reaction Database (ORD), a public repository of structured organic reaction records. Task: describe an organic reaction: reactants, conditions, products, and yield The reactants are C#Cc1cnn(Cc2ccc(OC)cc2)c1, C1CCOC1, CCOC(C)=O, COc1ccc(Cn2nc(I)c3c(N4CCN(C(=O)OC(C)(C)C)CC4)c(-c4ccccc4)cnc32)cc1, O, Cl[Pd]Cl, c1ccc(P(c2ccccc2)c2ccccc2)cc1, c1ccc(P(c2ccccc2)c2ccccc2)cc1. Yields the product COc1ccc(Cn2cc(C#Cc3nn(Cc4ccc(OC)cc4)c4ncc(-c5ccccc5)c(N5CCN(C(=O)OC(C)(C)C)CC5)c34)cn2)cc1. RXN SMILES: [C:1](#[CH:2])[c:3]1[cH:4][n:5][n:6]([CH2:8][c:9]2[cH:10][cH:11][c:12]([O:15][CH3:16])[cH:13][cH:14]2)[cH:7]1.[CH2:62]1[O:63][CH2:64][CH2:65][CH2:66]1.[CH3:56][CH2:57][O:58][C:59](=[O:60])[CH3:61].[I:17][c:18]1[n:19][n:20]([CH2:46][c:47]2[cH:48][cH:49][c:50]([O:53][CH3:54])[cH:51][cH:52]2)[c:21]2[n:22][cH:23][c:24](-[c:40]3[cH:41][cH:42][cH:43][cH:44][cH:45]3)[c:25]([N:27]3[CH2:28][CH2:29][N:30]([C:33](=[O:34])[O:35][C:36]([CH3:37])([CH3:38])[CH3:39])[CH2:31][CH2:32]3)[c:26]12.[OH2:55].[Pd:67]([Cl:68])[Cl:69].[c:70]1([P:71]([c:72]2[cH:73][cH:74][cH:75][cH:76][cH:77]2)[c:78]2[cH:79][cH:80][cH:81][cH:82][cH:83]2)[cH:84][cH:85][cH:86][cH:87][cH:88]1.[c:89]1([P:90]([c:91]2[cH:92][cH:93][cH:94][cH:95][cH:96]2)[c:97]2[cH:98][cH:99][cH:100][cH:101][cH:102]2)[cH:103][cH:104][cH:105][cH:106][cH:107]1>>[C:1](#[C:2][c:18]1[n:19][n:20]([CH2:46][c:47]2[cH:48][cH:49][c:50]([O:53][CH3:54])[cH:51][cH:52]2)[c:21]2[n:22][cH:23][c:24](-[c:40]3[cH:41][cH:42][cH:43][cH:44][cH:45]3)[c:25]([N:27]3[CH2:28][CH2:29][N:30]([C:33](=[O:34])[O:35][C:36]([CH3:37])([CH3:38])[CH3:39])[CH2:31][CH2:32]3)[c:26]12)[c:3]1[cH:4][n:5][n:6]([CH2:8][c:9]2[cH:10][cH:11][c:12]([O:15][CH3:16])[cH:13][cH:14]2)[cH:7]1. The reactants are O=C([O-])[O-], C1COCCN1, CN(C)C=O, Cc1nn(-c2ccccn2)c2nc3ccccc3c(Cl)c12, [K+], [K+]. Product: Cc1nn(-c2ccccn2)c2nc3ccccc3c(N3CCOCC3)c12. As a reaction SMILES: [C:28](=[O:29])([O-:30])[O-:31].[CH2:22]1[CH2:23][O:24][CH2:25][CH2:26][NH:27]1.[CH3:34][N:35]([CH3:36])[CH:37]=[O:38].[Cl:1][c:2]1[c:3]2[c:4]([n:5][c:6]3[cH:7][cH:8][cH:9][cH:10][c:11]13)[n:12](-[c:16]1[n:17][cH:18][cH:19][cH:20][cH:21]1)[n:13][c:14]2[CH3:15].[K+:32].[K+:33]>>[c:2]1([N:27]2[CH2:22][CH2:23][O:24][CH2:25][CH2:26]2)[c:3]2[c:4]([n:5][c:6]3[cH:7][cH:8][cH:9][cH:10][c:11]13)[n:12](-[c:16]1[n:17][cH:18][cH:19][cH:20][cH:21]1)[n:13][c:14]2[CH3:15]. Starting materials: OC1=CC=C(C=C1)C(C=CC1=CC=CC=C1)=O (1-(4-hydroxy-phenyl)-3-phenyl-prop-2-en-1-one). The reagents and catalysts are [Pd] (Pd). Run in C1CCOC1 (THF). Product: OC1=CC=C(C=C1)C(CCC1=CC=CC=C1)=O (1-(4-Hydroxy-phenyl)-3-phenyl-propan-1-one). Reaction SMILES: [OH:1][C:2]1[CH:7]=[CH:6][C:5]([C:8](=[O:17])[CH:9]=[CH:10][C:11]2[CH:16]=[CH:15][CH:14]=[CH:13][CH:12]=2)=[CH:4][CH:3]=1>[Pd].C1COCC1>[OH:1][C:2]1[CH:3]=[CH:4][C:5]([C:8](=[O:17])[CH2:9][CH2:10][C:11]2[CH:12]=[CH:13][CH:14]=[CH:15][CH:16]=2)=[CH:6][CH:7]=1. Reported procedure: The title compound was prepared as described in General Method 3 from 1-(4-hydroxy-phenyl)-3-phenyl-prop-2-en-1-one (16.5 g, 74.0 mmol), 5% Pd on BaSO4 (1.0 g), and THF (400 mL). The product was recrystallized from 50% EtOH to give the title compound, m.p. 102°-105° C. 1H NMR (CDCl3) δ 3.02 (t, 2 H), 3.22 (t, 2 H), 5.83 (s, 1 H), 6.84 (d, 2 H), 7.15-7.28 (m, 5 H), 7.88 (d, 2 H). Reactants: NS(=O)(=O)c1cccc(Br)c1, CC(C)(C)P(c1ccccc1-c1ccccc1)C(C)(C)C, C1COCCO1, Cc1nc(-c2cccc(C(F)(F)F)c2)n2nc(N)ncc12, CC(C)(C)[O-], [Na+], O=C(C=Cc1ccccc1)C=Cc1ccccc1, O=C(C=Cc1ccccc1)C=Cc1ccccc1, O=C(C=Cc1ccccc1)C=Cc1ccccc1, [Pd], [Pd]. The product is Cc1nc(-c2cccc(C(F)(F)F)c2)n2nc(Nc3cccc(S(N)(=O)=O)c3)ncc12. Reaction SMILES: [Br:22][c:23]1[cH:24][c:25]([S:29](=[O:30])(=[O:31])[NH2:32])[cH:26][cH:27][cH:28]1.[C:33]([P:34]([C:35]([CH3:36])([CH3:37])[CH3:38])[c:39]1[cH:40][cH:41][cH:42][cH:43][c:44]1-[c:45]1[cH:46][cH:47][cH:48][cH:49][cH:50]1)([CH3:51])([CH3:52])[CH3:53].[CH2:60]1[O:61][CH2:62][CH2:63][O:64][CH2:65]1.[CH3:1][c:2]1[n:3][c:4](-[c:12]2[cH:13][c:14]([C:18]([F:19])([F:20])[F:21])[cH:15][cH:16][cH:17]2)[n:5]2[n:6][c:7]([NH2:11])[n:8][cH:9][c:10]12.[CH3:54][C:55]([CH3:56])([O-:57])[CH3:58].[Na+:59].[O:104]=[C:105]([CH:106]=[CH:107][c:108]1[cH:109][cH:110][cH:111][cH:112][cH:113]1)[CH:114]=[CH:115][c:116]1[cH:117][cH:118][cH:119][cH:120][cH:121]1.[O:68]=[C:69]([CH:70]=[CH:71][c:72]1[cH:73][cH:74][cH:75][cH:76][cH:77]1)[CH:78]=[CH:79][c:80]1[cH:81][cH:82][cH:83][cH:84][cH:85]1.[O:86]=[C:87]([CH:88]=[CH:89][c:90]1[cH:91][cH:92][cH:93][cH:94][cH:95]1)[CH:96]=[CH:97][c:98]1[cH:99][cH:100][cH:101][cH:102][cH:103]1.[Pd:66].[Pd:67]>>[CH3:1][c:2]1[n:3][c:4](-[c:12]2[cH:13][c:14]([C:18]([F:19])([F:20])[F:21])[cH:15][cH:16][cH:17]2)[n:5]2[n:6][c:7]([NH:11][c:23]3[cH:24][c:25]([S:29](=[O:30])(=[O:31])[NH2:32])[cH:26][cH:27][cH:28]3)[n:8][cH:9][c:10]12. The reactants are ClP1OC2=C(C3=C1C=CC=C3)C=CC=C2 (6-chloro-6H-dibenz[c,e][1,2]oxaphosphorine), FC(C=1C=C(C=C(C1)C(F)(F)F)[Mg]Br)(F)F (3,5-di(trifluoromethyl)phenylmagnesium bromide). Run in CC=1C=CC=CC1C (o-xylene), O1CCCC1 (tetrahydrofuran). Reaction conditions: temperature 120 celsius. Yields the product FC(C=1C=C(C=C(C1)C(F)(F)F)P(C1=C(C=CC=C1)C1=C(C=CC=C1)O)C1=CC(=CC(=C1)C(F)(F)F)C(F)(F)F)(F)F (2-{Bis-[3,5-bis-(trifluoromethyl)phenyl]phosphino}-2'-hydroxybiphenyl). Isolated yield 97.4%. Reaction SMILES: Cl[P:2]1[C:7]2[CH:8]=[CH:9][CH:10]=[CH:11][C:6]=2[C:5]2[CH:12]=[CH:13][CH:14]=[CH:15][C:4]=2[O:3]1.[F:16][C:17]([F:31])([F:30])[C:18]1[CH:19]=[C:20]([Mg]Br)[CH:21]=[C:22]([C:24]([F:27])([F:26])[F:25])[CH:23]=1>CC1C=CC=CC=1C.O1CCCC1>[F:16][C:17]([F:31])([F:30])[C:18]1[CH:19]=[C:20]([P:2]([C:20]2[CH:21]=[C:22]([C:24]([F:27])([F:25])[F:26])[CH:23]=[C:18]([C:17]([F:16])([F:31])[F:30])[CH:19]=2)[C:7]2[CH:8]=[CH:9][CH:10]=[CH:11][C:6]=2[C:5]2[CH:12]=[CH:13][CH:14]=[CH:15][C:4]=2[OH:3])[CH:21]=[C:22]([C:24]([F:27])([F:26])[F:25])[CH:23]=1. Reported procedure: 23.5 g (0.1 mol) of 6-chloro-6H-dibenz[c,e][1,2]oxaphosphorine in 200 ml of anhydrous o-xylene at 80° C. are introduced, in an argon atmosphere with stirring, and a solution of 0.23 mol of 3,5-di(trifluoromethyl)phenylmagnesium bromide in 300 ml of tetrahydrofuran is added dropwise. Tetrahydrofuran is distilled off and the temperature is slowly increased to 120° C. in the course of this. The mixture is then stirred for 3 hours at 120° C., cooled to room temperature, and 100 ml of water are added... The reactants are BrCC(=O)C1=C(C(=C(C=C1)SC1=C(C=CC=C1)C(C)C)Cl)Cl (2-bromo-1-(2,3-dichloro-4-(2-isopropyl-phenylsulfanyl)-phenyl)-ethanone), C(N)(=S)N1CCCCC1 (1-thiocarbamyl piperidine), N (NH3). Product: ClC1=C(C=CC(=C1Cl)SC1=C(C=CC=C1)C(C)C)C=1N=C(SC1)N1CCCCC1 (1-(4-(2,3-Dichloro-4-(2-isopropyl-phenylsulfanyl)-phenyl)-thiazol-2-yl)-piperadine). RXN SMILES: Br[CH2:2][C:3]([C:5]1[CH:10]=[CH:9][C:8]([S:11][C:12]2[CH:17]=[CH:16][CH:15]=[CH:14][C:13]=2[CH:18]([CH3:20])[CH3:19])=[C:7]([Cl:21])[C:6]=1[Cl:22])=O.[C:23]([N:26]1[CH2:31][CH2:30][CH2:29][CH2:28][CH2:27]1)(=[S:25])[NH2:24].N>>[Cl:22][C:6]1[C:7]([Cl:21])=[C:8]([S:11][C:12]2[CH:17]=[CH:16][CH:15]=[CH:14][C:13]=2[CH:18]([CH3:20])[CH3:19])[CH:9]=[CH:10][C:5]=1[C:3]1[N:24]=[C:23]([N:26]2[CH2:31][CH2:30][CH2:29][CH2:28][CH2:27]2)[S:25][CH:2]=1. Procedure: The title compound 42 was prepared according to the procedure of Example 11 from compound 41 (30 mg, 0.07 mmole) and 1-thiocarbamyl piperidine. Yield: 21 mg, 65.6%. 1H-NMR (CDCl3, 500 MHz) δ 1.19 (d, J=8.5 Hz, 6H), 1.65 (m, 6H), 3.44-3.52 (m, 5H),), 6.48 (d, J=8.4 Hz, 1H), 7.01 (s, 1H), 7.21 (m, 1H), 7.44-7.51 (m, 3H), 7.61 (d, J=8.4 Hz, 1H). MS (DCI/NH3) m/z 463 (M+H)+. Reactants: O=C([O-])[O-], CC(C)(C)NC(=O)NCc1ccc(CN)cc1, CN(C)C=O, CCCCCCCI, [K+], [K+]. Product: CCCCCCCNCc1ccc(CNC(=O)NC(C)(C)C)cc1. RXN SMILES: [C:18](=[O:19])([O-:20])[O-:21].[C:1]([CH3:2])([CH3:3])([CH3:4])[NH:5][C:6]([NH:7][CH2:8][c:9]1[cH:10][cH:11][c:12]([CH2:15][NH2:16])[cH:13][cH:14]1)=[O:17].[CH3:32][N:33]([CH3:34])[CH:35]=[O:36].[I:24][CH2:25][CH2:26][CH2:27][CH2:28][CH2:29][CH2:30][CH3:31].[K+:22].[K+:23]>>[C:1]([CH3:2])([CH3:3])([CH3:4])[NH:5][C:6]([NH:7][CH2:8][c:9]1[cH:10][cH:11][c:12]([CH2:15][NH:16][CH2:25][CH2:26][CH2:27][CH2:28][CH2:29][CH2:30][CH3:31])[cH:13][cH:14]1)=[O:17]. Starting materials: Clc1cccc(I)c1, CC(C)C(=O)Nc1cccc(C2CCN(Cc3ccc4[nH]ccc4c3)CC2)c1. Product: CC(C)C(=O)Nc1cccc(C2CCN(Cc3ccc4c(ccn4-c4cccc(Cl)c4)c3)CC2)c1. RXN SMILES: [Cl:1][c:2]1[cH:3][c:4]([I:8])[cH:5][cH:6][cH:7]1.[nH:9]1[cH:10][cH:11][c:12]2[cH:13][c:14]([CH2:18][N:19]3[CH2:20][CH2:21][CH:22]([c:25]4[cH:26][c:27]([NH:31][C:32]([CH:33]([CH3:34])[CH3:35])=[O:36])[cH:28][cH:29][cH:30]4)[CH2:23][CH2:24]3)[cH:15][cH:16][c:17]12>>[Cl:1][c:2]1[cH:3][c:4](-[n:9]2[cH:10][cH:11][c:12]3[cH:13][c:14]([CH2:18][N:19]4[CH2:20][CH2:21][CH:22]([c:25]5[cH:26][c:27]([NH:31][C:32]([CH:33]([CH3:34])[CH3:35])=[O:36])[cH:28][cH:29][cH:30]5)[CH2:23][CH2:24]4)[cH:15][cH:16][c:17]23)[cH:5][cH:6][cH:7]1. Product: C(C1=CC=CC=C1)(=O)OC1=CC(NC=C1Cl)=O (4-benzoyloxy-5-chloro-2-pyridone). Reactants: ClC=1C(=CC(NC1)=O)O (5-chloro-4-hydroxy-2-pyridone), C(C1=CC=CC=C1)(=O)Cl (benzoyl chloride). Procedure details: Using 1.00 g of 5-chloro-4-hydroxy-2-pyridone and 0.96 ml of benzoyl chloride and following the general procedure of Example 9, 0.64 g of the title compound was produced in a yield of 37%. M.p. 196°-197° C. Yield: 37.0%. As a reaction SMILES: [Cl:1][C:2]1[C:3]([OH:9])=[CH:4][C:5](=[O:8])[NH:6][CH:7]=1.[C:10](Cl)(=[O:17])[C:11]1[CH:16]=[CH:15][CH:14]=[CH:13][CH:12]=1>>[C:10]([O:9][C:3]1[C:2]([Cl:1])=[CH:7][NH:6][C:5](=[O:8])[CH:4]=1)(=[O:17])[C:11]1[CH:16]=[CH:15][CH:14]=[CH:13][CH:12]=1. Starting materials: C(C)(C)(C)OC(CC(=O)C1=NC=C(N=C1)NC(C(C)(C)C)=O)=O (3-[5-(2,2-dimethylpropionylamino)-pyrazin-2-yl]-3-oxo-propionic acid-tert-butyl ester), C(C)(C)(C)OC(CC(=O)C1=NC=C(N=C1)NC(C(C)(C)C)=O)=O (3-[5-(2,2-dimethyl-propionylamino)-pyrazin-2-yl]-3-oxo-propionic acid-tert-butyl ester), BrN1C(CCC1=O)=O (N-bromosuccinimide). The reagents and catalysts are [Br-].[Li+] (lithium bromide). The solvent is CC(CC)=O (butanone). Conditions: time 1 hour. The product is C(C)(C)(C)OC(C(C(=O)C1=NC=C(N=C1)NC(C(C)(C)C)=O)Br)=O (2-bromo-3-[5-(2,2-dimethyl-propionylamino)-pyrazin-2-yl]-3-oxo-propionic acid tert-butyl ester). RXN SMILES: [C:1]([O:5][C:6](=[O:23])[CH2:7][C:8]([C:10]1[CH:15]=[N:14][C:13]([NH:16][C:17](=[O:22])[C:18]([CH3:21])([CH3:20])[CH3:19])=[CH:12][N:11]=1)=[O:9])([CH3:4])([CH3:3])[CH3:2].[Br:24]N1C(=O)CCC1=O>[Br-].[Li+].CC(=O)CC>[C:1]([O:5][C:6](=[O:23])[CH:7]([Br:24])[C:8]([C:10]1[CH:15]=[N:14][C:13]([NH:16][C:17](=[O:22])[C:18]([CH3:21])([CH3:20])[CH3:19])=[CH:12][N:11]=1)=[O:9])([CH3:3])([CH3:2])[CH3:4] |f:2.3|. Procedure details: A 1-L round bottomed flask equipped with a magnetic stirrer was charged with 73.00 mg (0.841 mmol) of lithium bromide and the butanone solution obtained in step 3 (ca. 100 mL), which theoretically contained 27.09 g (84.30 mmol) of 3-[5-(2,2-dimethyl-propionylamino)-pyrazin-2-yl]-3-oxo-propionic acid-tert-butyl ester and ca. 73 mL of butanone. To the resulting mixture was added a total of 15.16 g (85.17 mmol) of N-bromosuccinimide portionwise with careful reaction monitoring by HPLC. After stirri...